The task is: describe an organic reaction: reactants, conditions, products, and yield. This data is from the Open Reaction Database (ORD), a public repository of structured organic reaction records. The reactants are C(C)(C)(C)OC(=O)N[C@H](C(=O)N[C@H](C(=O)O)CC1=CC(=C(C=C1)OCC(=O)OC)C(=O)OC)CC1=CC=CC=C1 ((2S)-2-({(2S)-2-[(tert-butoxycarbonyl)amino]-3-phenylpropanoyl}amino)-3-[3-(methoxycarbonyl)-4-(2-methoxy-2-oxoethoxy)phenyl]propanoic acid), NCCCCCCO (6-amino-1-hexanol). Product: C(C)(C)(C)OC(=O)N[C@H](C(=O)N[C@@H](CC=1C=CC(=C(C(=O)O)C1)OCC(=O)O)C(=O)NCCCCCCO)CC1=CC=CC=C1 (5-{(2S)-2-({(2S)-2-[(tert-Butoxycarbonyl)amino]-3-phenylpropanoyl}amino)-3-[(6-hydroxyhexyl)amino]-3-oxopropyl}-2-(carboxymethoxy)benzoic Acid). RXN SMILES: [C:1]([O:5][C:6]([NH:8][C@@H:9]([CH2:34][C:35]1[CH:40]=[CH:39][CH:38]=[CH:37][CH:36]=1)[C:10]([NH:12][C@@H:13]([CH2:17][C:18]1[CH:23]=[CH:22][C:21]([O:24][CH2:25][C:26]([O:28]C)=[O:27])=[C:20]([C:30]([O:32]C)=[O:31])[CH:19]=1)[C:14]([OH:16])=O)=[O:11])=[O:7])([CH3:4])([CH3:3])[CH3:2].[NH2:41][CH2:42][CH2:43][CH2:44][CH2:45][CH2:46][CH2:47][OH:48]>>[C:1]([O:5][C:6]([NH:8][C@@H:9]([CH2:34][C:35]1[CH:40]=[CH:39][CH:38]=[CH:37][CH:36]=1)[C:10]([NH:12][C@H:13]([C:14]([NH:41][CH2:42][CH2:43][CH2:44][CH2:45][CH2:46][CH2:47][OH:48])=[O:16])[CH2:17][C:18]1[CH:23]=[CH:22][C:21]([O:24][CH2:25][C:26]([OH:28])=[O:27])=[C:20]([CH:19]=1)[C:30]([OH:32])=[O:31])=[O:11])=[O:7])([CH3:2])([CH3:4])[CH3:3]. Reported procedure: Synthesis was performed from (2S)-2-({(2S)-2-[(tert-butoxycarbonyl)amino]-3-phenylpropanoyl}amino)-3-[3-(methoxycarbonyl)-4-(2-methoxy-2-oxoethoxy)phenyl]propanoic acid and 6-amino-1-hexanol (34 mg) according to Method A to give the title compound (64 mg). 1H-NMR (400 MHz, CD3OD) d 7.79 (s, 1H), 7.43 (d, J=8.1 Hz, 1H), 7.27-7.18 (m, 5H), 7.02 (dd, J=7.0 Hz, J=8.5 Hz, 1H), 4.80 (s, 2H), 4.57 (m, 1H), 4.25 (dd, J=4.8 Hz, J=9.5 Hz, 1H), 3.77 (m, 1H), 2.74 (dd, J=10.2 Hz, J=13.2 Hz, 1H), 1.34 (s, 9H... The reactants are COc1cccc(C#CCO)c1, ClCCl, O=[Mn]=O. Yields the product COc1cccc(C#CC=O)c1. RXN SMILES: [CH3:1][O:2][c:3]1[cH:4][c:5]([C:9]#[C:10][CH2:11][OH:12])[cH:6][cH:7][cH:8]1.[Cl:13][CH2:14][Cl:15].[O:16]=[Mn:17]=[O:18]>>[CH3:1][O:2][c:3]1[cH:4][c:5]([C:9]#[C:10][CH:11]=[O:12])[cH:6][cH:7][cH:8]1. The reactants are NC=1C=C2N3C(C(NN=C3COC2=CC1)=O)C (6-amino-4-methyl-2,10-dihydro-9-oxa-1,2,4a-triaza-phenanthren-3-one), C(C)(C)(C)OC(=O)N1CC(C1)=O (3-oxo-azetidine-1-carboxylic acid tert-butyl ester), C(#N)[BH3-].[Na+] (Sodium cyanoborohydride). Solvent: CO (MeOH), CC(=O)O (HOAc). Reaction conditions: time 2 hour. Yields the product C(C)(C)(C)OC(=O)N1CC(C1)NC=1C=C2N3C(C(NN=C3COC2=CC1)=O)C (3-(4-methyl-3-oxo-2,3,4,10-tetrahydro-9-oxa-1,2,4a-triaza-phenanthren-6-ylamino)-azetidine-1-carboxylic acid tert-butyl ester). Isolated yield 53.5%. Reaction SMILES: [NH2:1][C:2]1[CH:3]=[C:4]2[C:13](=[CH:14][CH:15]=1)[O:12][CH2:11][C:10]1[N:5]2[CH:6]([CH3:17])[C:7](=[O:16])[NH:8][N:9]=1.[C:18]([O:22][C:23]([N:25]1[CH2:28][C:27](=O)[CH2:26]1)=[O:24])([CH3:21])([CH3:20])[CH3:19].C([BH3-])#N.[Na+]>CO.CC(O)=O>[C:18]([O:22][C:23]([N:25]1[CH2:28][CH:27]([NH:1][C:2]2[CH:3]=[C:4]3[C:13](=[CH:14][CH:15]=2)[O:12][CH2:11][C:10]2[N:5]3[CH:6]([CH3:17])[C:7](=[O:16])[NH:8][N:9]=2)[CH2:26]1)=[O:24])([CH3:21])([CH3:19])[CH3:20] |f:2.3|. Procedure details: A solution of 6-amino-4-methyl-2,10-dihydro-9-oxa-1,2,4a-triaza-phenanthren-3-one (Preparation #2, Step E; 5 g, 21.6 mmol) and 3-oxo-azetidine-1-carboxylic acid tert-butyl ester (7.37 g, 43.1 mmol) in MeOH (90 mL) and HOAc (10 mL) was stirred at rt for 2 h. Sodium cyanoborohydride (2.7 g, 43.1 mmol) was added in portions and the resulting dark solution was stirred at rt for 2 h. The solvent was removed in vacuo and the residue was washed with aqueous Na2CO3 (100 mL) and extracted with EtOAc (4×1... Reactants: [Br-], [Br-], [Br-], CCCC[N+](CCCC)(CCCC)CCCC, CCCC[N+](CCCC)(CCCC)CCCC, CCCC[N+](CCCC)(CCCC)CCCC, COC(OC)OC, [Na+], O=C([O-])O, OCCO, O=Cc1ccc2occc2c1. The product is c1cc2cc(C3OCCO3)ccc2o1. Reaction SMILES: [Br-:23].[Br-:24].[Br-:25].[CH2:26]([N+:27]([CH2:28][CH2:29][CH2:30][CH3:31])([CH2:32][CH2:33][CH2:34][CH3:35])[CH2:36][CH2:37][CH2:38][CH3:39])[CH2:40][CH2:41][CH3:42].[CH2:43]([N+:44]([CH2:45][CH2:46][CH2:47][CH3:48])([CH2:49][CH2:50][CH2:51][CH3:52])[CH2:53][CH2:54][CH2:55][CH3:56])[CH2:57][CH2:58][CH3:59].[CH2:60]([N+:61]([CH2:62][CH2:63][CH2:64][CH3:65])([CH2:66][CH2:67][CH2:68][CH3:69])[CH2:70][CH2:71][CH2:72][CH3:73])[CH2:74][CH2:75][CH3:76].[CH:16]([O:17][CH3:18])([O:19][CH3:20])[O:21][CH3:22].[Na+:81].[O-:77][C:78]([OH:79])=[O:80].[OH:12][CH2:13][CH2:14][OH:15].[o:1]1[cH:2][cH:3][c:4]2[c:5]1[cH:6][cH:7][c:8]([CH:10]=[O:11])[cH:9]2>>[o:1]1[cH:2][cH:3][c:4]2[c:5]1[cH:6][cH:7][c:8]([CH:10]1[O:11][CH2:14][CH2:13][O:12]1)[cH:9]2. Starting materials: NC=1C=C(C(=O)O)C=C(C1OC1=CC=CC=C1)S(N)(=O)=O (3-amino-4-phenoxy-5-sulphamyl-benzoic acid), C(C=C)Br (allyl bromide), C(C)O (ethanol). Product: C(C)OC(C1=CC(=C(C(=C1)S(N)(=O)=O)OC1=CC=CC=C1)NCC=C)=O (ethyl-3-allylamino-4-phenoxy-5-sulphamyl-benzoate). RXN SMILES: [NH2:1][C:2]1[CH:3]=[C:4]([CH:8]=[C:9]([S:18](=[O:21])(=[O:20])[NH2:19])[C:10]=1[O:11][C:12]1[CH:17]=[CH:16][CH:15]=[CH:14][CH:13]=1)[C:5]([OH:7])=[O:6].[CH2:22](Br)[CH:23]=[CH2:24].[CH2:26](O)[CH3:27]>>[CH2:26]([O:6][C:5](=[O:7])[C:4]1[CH:8]=[C:9]([S:18](=[O:21])(=[O:20])[NH2:19])[C:10]([O:11][C:12]2[CH:17]=[CH:16][CH:15]=[CH:14][CH:13]=2)=[C:2]([NH:1][CH2:22][CH:23]=[CH2:24])[CH:3]=1)[CH3:27]. Reported procedure: A mixture of 3-amino-4-phenoxy-5-sulphamyl-benzoic acid (3.08 g), allyl bromide (7.25 g), and dry ethanol was refluxed for 24 hours. After cooling, the precipitated ethyl-3-allylamino-4-phenoxy-5-sulphamyl-benzoate was filtered off and recrystallized from ethanol. The melting point of the ester was 153°-154°C. Starting materials: [N+](=O)([O-])C=1C=C(C(=NC1)O)N1N=CC=N1 (5-nitro-3-(2H-1,2,3-triazol-2-yl)pyridin-2-ol), [N+](=O)([O-])C=1C=C(C(=NC1)O)N1N=NC=C1 (5-nitro-3-(1H-1,2,3-triazol-1-yl)pyridin-2-ol), CI (methyl iodide), C(Cl)(Cl)Cl (chloroform). The reagents and catalysts are C([O-])([O-])=O.[Ag+2] (Silver carbonate). Run in O (Water). Yields the product CN1C(C(=CC(=C1)[N+](=O)[O-])N1N=CC=N1)=O (1-methyl-5-nitro-3-(2H-1,2,3-triazol-2-yl)pyridin-2(1H)-one), CN1C(C(=CC(=C1)[N+](=O)[O-])N1N=NC=C1)=O (1-methyl-5-nitro-3-(1H-1,2,3-triazol-1-yl)pyridin-2(1H)-one). As a reaction SMILES: CI.[CH:3](Cl)(Cl)Cl.[N+:7]([C:10]1[CH:11]=[C:12]([N:17]2[N:21]=[CH:20][CH:19]=[N:18]2)[C:13]([OH:16])=[N:14][CH:15]=1)([O-:9])=[O:8].[N+:22]([C:25]1[CH:26]=[C:27]([N:32]2[CH:36]=[CH:35][N:34]=[N:33]2)[C:28]([OH:31])=[N:29][CH:30]=1)([O-:24])=[O:23]>C(=O)([O-])[O-].[Ag+2].O>[CH3:25][N:14]1[CH:15]=[C:10]([N+:7]([O-:9])=[O:8])[CH:11]=[C:12]([N:17]2[N:21]=[CH:20][CH:19]=[N:18]2)[C:13]1=[O:16].[CH3:3][N:29]1[CH:30]=[C:25]([N+:22]([O-:24])=[O:23])[CH:26]=[C:27]([N:32]2[CH:36]=[CH:35][N:34]=[N:33]2)[C:28]1=[O:31] |f:4.5|. Procedure: Silver carbonate (377 mg) and methyl iodide (366 W) were added to a chloroform (10 ml) solution containing the mixture of 5-nitro-3-(2H-1,2,3-triazol-2-yl)pyridin-2-ol and 5-nitro-3-(1H-1,2,3-triazol-1-yl)pyridin-2-ol (184 mg) obtained in the 1st step while shielding light, followed by reflux for 2 hours. Water was added, followed by extraction with ethyl acetate. The resultant was washed with saturated saline and dried over anhydrous sodium sulfate. Subsequently, the solvent was distilled away ... Starting materials: N[C@@H]1CN(CC1)C(=O)OC(C)(C)C (tert-butyl (3S)-3-aminopyrrolidine-1-carboxylate), C1(CC1)C=O (cyclopropane carboxaldehyde), crude product. The product is N (ammonia), C1(CC1)CN[C@@H]1CN(CC1)C(=O)OC(C)(C)C (tert-butyl (3S)-3-(cyclopropylmethylamino)pyrrolidine-1-carboxylate). Reaction SMILES: [NH2:1][C@H:2]1[CH2:6][CH2:5][N:4]([C:7]([O:9][C:10]([CH3:13])([CH3:12])[CH3:11])=[O:8])[CH2:3]1.[CH:14]1([CH:17]=O)[CH2:16][CH2:15]1>>[NH3:1].[CH:14]1([CH2:17][NH:1][C@H:2]2[CH2:6][CH2:5][N:4]([C:7]([O:9][C:10]([CH3:13])([CH3:12])[CH3:11])=[O:8])[CH2:3]2)[CH2:16][CH2:15]1. Procedure details: tert-butyl (3S)-3-(cyclopropylmethylamino)pyrrolidine-1-carboxylate was prepared by a method similar to that described in preparation 1 using tert-butyl (3S)-3-aminopyrrolidine-1-carboxylate and cyclopropane carboxaldehyde except that the crude product was purified by chromatography on silica gel eluting with a solvent gradient of dichloromethane changing to dichloromethane:methanol:0.88 ammonia (90:10:1 by volume) to yield the title compound, 5.2 g (81%). Reactants: FC1=C(C(=O)Cl)C=CC(=C1F)F (2,3,4-Trifluorobenzoyl chloride), [Si](C)(C)(C(C)(C)C)OCCNC ((2-{[tert-butyl(dimethyl)silyl]oxy}ethyl)methylamine). Solvent: C(Cl)Cl (DCM), [OH-].[Na+] (sodium hydroxide). Conditions: time 24 hour. Product: CC(C)(C)[Si](OCCN(C(C1=C(C(=C(C=C1)F)F)F)=O)C)(C)C (N-(2-{[(1,1-Dimethylethyl)(dimethyl)silyl]oxy}ethyl)-2,3,4-trifluoro-N-methylbenzamide). Yield: 82.7%. RXN SMILES: [F:1][C:2]1[C:10]([F:11])=[C:9]([F:12])[CH:8]=[CH:7][C:3]=1[C:4](Cl)=[O:5].[Si:13]([O:20][CH2:21][CH2:22][NH:23][CH3:24])([C:16]([CH3:19])([CH3:18])[CH3:17])([CH3:15])[CH3:14]>C(Cl)Cl.[OH-].[Na+]>[CH3:19][C:16]([Si:13]([CH3:14])([CH3:15])[O:20][CH2:21][CH2:22][N:23]([CH3:24])[C:4](=[O:5])[C:3]1[CH:7]=[CH:8][C:9]([F:12])=[C:10]([F:11])[C:2]=1[F:1])([CH3:17])[CH3:18] |f:3.4|. Procedure: 2,3,4-Trifluorobenzoyl chloride (2.32 mL, 18.16 mmol) was added slowly to a stirred mixture of (2-{[tert-butyl(dimethyl)silyl]oxy}ethyl)methylamine (3.44 g, 18.16 mmol) in DCM (200 mL) and 10% aqueous sodium hydroxide solution (200 mL) at 0° C. The reaction was allowed to warm to RT and stirred for a further 24 hours. The phases were separated and the aqueous phase further extracted with DCM (3×100 mL), the combined organics dried (MgSO4), filtered and the solvent removed in vacuo to give a pale...